Dataset: the Open Reaction Database (ORD), a public repository of structured organic reaction records. Task: describe an organic reaction: reactants, conditions, products, and yield Reactants: BrC1=CC=C2C(=N1)SC(=N2)COC=2C(=C(C(=O)N)C(=CC2)F)F (3-(5-bromo-thiazolo[5,4-b]pyridin-2-ylmethoxy)-2,6-difluoro-benzamide), CN1C(=CC=C1)[Sn](CCCC)(CCCC)CCCC (1-methyl-2-tributylstannanyl-1H-pyrrole), O (water). The reagents and catalysts are [Pd].C1(=CC=CC=C1)P(C1=CC=CC=C1)C1=CC=CC=C1.C1(=CC=CC=C1)P(C1=CC=CC=C1)C1=CC=CC=C1.C1(=CC=CC=C1)P(C1=CC=CC=C1)C1=CC=CC=C1.C1(=CC=CC=C1)P(C1=CC=CC=C1)C1=CC=CC=C1 (Tetrakis(triphenylphosphine) palladium (0)). Run in CN(C)C=O (DMF). Reaction conditions: temperature 120 celsius. Product: FC1=C(C(=O)N)C(=CC=C1OCC=1SC2=NC(=CC=C2N1)C=1N(C=CC1)C)F (2,6-Difluoro-3-[5-(1-methyl-1H-pyrrol-2-yl)-thiazolo[5,4-b]pyridin-2-ylmethoxy]-benzamide). Yield: 33.3%. RXN SMILES: Br[C:2]1[N:7]=[C:6]2[S:8][C:9]([CH2:11][O:12][C:13]3[C:14]([F:23])=[C:15]([C:19]([F:22])=[CH:20][CH:21]=3)[C:16]([NH2:18])=[O:17])=[N:10][C:5]2=[CH:4][CH:3]=1.[CH3:24][N:25]1[CH:29]=[CH:28][CH:27]=[C:26]1[Sn](CCCC)(CCCC)CCCC.O>CN(C=O)C.[Pd].C1(P(C2C=CC=CC=2)C2C=CC=CC=2)C=CC=CC=1.C1(P(C2C=CC=CC=2)C2C=CC=CC=2)C=CC=CC=1.C1(P(C2C=CC=CC=2)C2C=CC=CC=2)C=CC=CC=1.C1(P(C2C=CC=CC=2)C2C=CC=CC=2)C=CC=CC=1>[F:23][C:14]1[C:13]([O:12][CH2:11][C:9]2[S:8][C:6]3[C:5]([N:10]=2)=[CH:4][CH:3]=[C:2]([C:26]2[N:25]([CH3:24])[CH:29]=[CH:28][CH:27]=2)[N:7]=3)=[CH:21][CH:20]=[C:19]([F:22])[C:15]=1[C:16]([NH2:18])=[O:17] |f:4.5.6.7.8|. Reported procedure: To a solution of 3-(5-bromo-thiazolo[5,4-b]pyridin-2-ylmethoxy)-2,6-difluoro-benzamide (0.10 g, 0.24 mmol) in 5 ml of anhydrous DMF was added 1-methyl-2-tributylstannanyl-1H-pyrrole (0.120 g, 0.32 mmol) and degassed the reaction mixture for the 10 minutes. Tetrakis(triphenylphosphine) palladium (0) (0.004 g, 0.0037 mmol) was then added and the reaction mixture was heated at 120° C. for 12 h under the nitrogen atmosphere. The reaction mixture was then cooled to room temperature, added water (25 m... Reactants: N(N)C=1C=NC=CC1 (3-hydrazinopyridine), ClC=1C=C(C(=O)C(CC(=O)OC)C(C)=O)C=CC1 (methyl 3-(3-chlorobenzoyl)-4-oxopentanoate). Run in C(C)O (ethanol). Run at temperature 130 celsius, time 1.5 hour. Product: ClC=1C=C(C=CC1)C1=C(C(=NN1C=1C=NC=CC1)C)CC(=O)OC (Methyl [5-(3-chlorophenyl)-3-methyl-1-pyridin-3-yl-1H-pyrazol-4-yl]acetate). As a reaction SMILES: [NH:1]([C:3]1[CH:4]=[N:5][CH:6]=[CH:7][CH:8]=1)[NH2:2].[Cl:9][C:10]1[CH:11]=[C:12]([CH:24]=[CH:25][CH:26]=1)[C:13]([CH:15]([C:21](=O)[CH3:22])[CH2:16][C:17]([O:19][CH3:20])=[O:18])=O>C(O)C>[Cl:9][C:10]1[CH:11]=[C:12]([C:13]2[N:1]([C:3]3[CH:4]=[N:5][CH:6]=[CH:7][CH:8]=3)[N:2]=[C:21]([CH3:22])[C:15]=2[CH2:16][C:17]([O:19][CH3:20])=[O:18])[CH:24]=[CH:25][CH:26]=1. Procedure details: 0.577 g (4.233 mmol) of 3-hydrazinopyridine in 5.00 ml of ethanol was added to 0.650 g (2.419 mmol) of methyl 3-(3-chlorobenzoyl)-4-oxopentanoate, and the mixture was stirred in a closed vessel in a microwave oven at 130° C. for 1.5 h. The solvent was removed under reduced pressure, and the residue was taken up in dichloromethane and washed twice with in each case 25 ml of water. The combined organic phases were dried over sodium sulfate, and the solvent was removed under reduced pressure. Chrom... Starting materials: C[O-].[Na+] (sodium methoxide), C(C1=CC=CC=C1)OC1=CC=CC2=C1C=C(O2)C=2N=C1SC(=NN1C2)Br (6-(4-(benzyloxy)benzofuran-2-yl)-2-bromoimidazo[2,1-b][1,3,4]thiadiazole). Run in CO (methanol), CO (methanol), ClCCl (dichloromethane), CO (methanol). Conditions: time 40 minute. Yields the product C(C1=CC=CC=C1)OC1=CC=CC2=C1C=C(O2)C=2N=C1SC(=NN1C2)OC (6-(4-(Benzyloxy)benzofuran-2-yl)-2-methoxyimidazo[2,1-b][1,3,4]thiadiazole). As a reaction SMILES: [CH2:1]([O:8][C:9]1[C:14]2[CH:15]=[C:16]([C:18]3[N:19]=[C:20]4[N:24]([CH:25]=3)[N:23]=[C:22](Br)[S:21]4)[O:17][C:13]=2[CH:12]=[CH:11][CH:10]=1)[C:2]1[CH:7]=[CH:6][CH:5]=[CH:4][CH:3]=1.[CH3:27][O-:28].[Na+]>ClCCl.CO>[CH2:1]([O:8][C:9]1[C:14]2[CH:15]=[C:16]([C:18]3[N:19]=[C:20]4[N:24]([CH:25]=3)[N:23]=[C:22]([O:28][CH3:27])[S:21]4)[O:17][C:13]=2[CH:12]=[CH:11][CH:10]=1)[C:2]1[CH:7]=[CH:6][CH:5]=[CH:4][CH:3]=1 |f:1.2|. Procedure details: A solution of 6-(4-(benzyloxy)benzofuran-2-yl)-2-bromoimidazo[2,1-b][1,3,4]thiadiazole (Example 38E, 3.22 g, 7.55 mmol) in a mixture of dichloromethane (400 mL) and methanol (50 mL) was treated at 22° C. with 6.3 mL of a 25 wt. % solution of sodium methoxide in methanol (30.2 mmol) added in one portion. More methanol (45 mL) was added and the mixture was stirred for 40 min. The reaction mixture was quenched by the addition of 40 mL of 1 N hydrochloric acid followed by 10 ml of saturated sodium b... Starting materials: C(=O)(OCC1=CC=CC=C1)N[C@@H](C(C)C)C(=O)O (carbobenzoxy-(S)-valine), BrC1=C(C(C=O)=CC(=C1)Br)O (3,5-dibromosalicylaldehyde). Yields the product BrC1=C(C(C=N[C@@H](C(C)C)C(=O)O)=CC(=C1)Br)O (N-(3,5-dibromosalicylidene)-(S)-valine). The yield is 68.0%. Reaction SMILES: C([NH:11][C@H:12]([C:16]([OH:18])=[O:17])[CH:13]([CH3:15])[CH3:14])(OCC1C=CC=CC=1)=O.[Br:19][C:20]1[CH:27]=[C:26]([Br:28])[CH:25]=[C:22]([CH:23]=O)[C:21]=1[OH:29]>>[Br:19][C:20]1[CH:27]=[C:26]([Br:28])[CH:25]=[C:22]([CH:23]=[N:11][C@H:12]([C:16]([OH:18])=[O:17])[CH:13]([CH3:15])[CH3:14])[C:21]=1[OH:29]. Procedure details: The desired product was prepared in the same manner as the latter half procedure of Reference Example 1. That is, carbobenzoxy-(S)-valine piperizide (0.32 g, 1 mmol) was hydrogenated and then condensed with 3,5-dibromosalicylaldehyde (0.42 g, 1.5 mmol) to obtain 0.30 g (68%) of the desired N-(3,5-dibromosalicylidene)-(S)-valine piperizide, which was further recrystallized from methanol. m.p. 143.2°-145.4° C. [α]26D +50.1° (c 0.97, CHCl3)